This data is from the Open Reaction Database (ORD), a public repository of structured organic reaction records. The task is: describe an organic reaction: reactants, conditions, products, and yield Starting materials: ClC1=CC(=C(OC2=NC=NC3=CC(=C(C=C23)OC)OCC2CN(CCC2)C)C=C1)F (4-(4-Chloro-2-fluorophenoxy)-6-methoxy-7-(N-methylpiperidin-3-ylmethoxy)quinazoline). Run in Cl (hydrochloric acid). Product: COC=1C=C2C(NC=NC2=CC1OCC1CN(CCC1)C)=O (6-methoxy-7-(N-methylpiperidin-3-ylmethoxy)-3,4-dihydroquinazolin-4-one). Isolated yield 66.8%. RXN SMILES: ClC1C=CC([O:6][C:7]2[C:16]3[C:11](=[CH:12][C:13]([O:19][CH2:20][CH:21]4[CH2:26][CH2:25][CH2:24][N:23]([CH3:27])[CH2:22]4)=[C:14]([O:17][CH3:18])[CH:15]=3)[N:10]=[CH:9][N:8]=2)=C(F)C=1>Cl>[CH3:18][O:17][C:14]1[CH:15]=[C:16]2[C:11](=[CH:12][C:13]=1[O:19][CH2:20][CH:21]1[CH2:26][CH2:25][CH2:24][N:23]([CH3:27])[CH2:22]1)[N:10]=[CH:9][NH:8][C:7]2=[O:6]. Procedure details: 4-(4-Chloro-2-fluorophenoxy)-6-methoxy-7-(N-methylpiperidin-3-ylmethoxy)quinazoline (8.7 g, 20 mmol) was dissolved in 2M aqueous hydrochloric acid (150 ml) and the mixture was stirred and heated to reflux for 1.5 hours. The reaction mixture was concentrated by evaporation under vacuum and the residue was basified to pH9 by the addition of saturated aqueous ammonium hydroxide solution. The aqueous layer was extracted with methylene chloride (4×400 ml). The combined organic extracts were filtered ...